This data is from the Open Reaction Database (ORD), a public repository of structured organic reaction records. The task is: describe an organic reaction: reactants, conditions, products, and yield The reactants are FCC(C#CC(=O)OC)(OC1=CC=C(C=C1)C(F)(F)F)CF (methyl 5-fluoro-4-fluoromethyl-4-(4-trifluoromethylphenoxy)-2-pentynoate). Run in ClC1=C(C=CC=C1)Cl (o-dichlorobenzene). Yields the product FCC1(OC2=C(C(=C1)C(=O)OC)C=C(C=C2)C(F)(F)F)CF (Methyl 2,2-Bis(fluoromethyl)-6-trifluoromethyl-2H-1-benzopyran-4-carboxylate). Isolated yield 89.3%. RXN SMILES: [F:1][CH2:2][C:3]([CH2:21][F:22])([O:10][C:11]1[CH:16]=[CH:15][C:14]([C:17]([F:20])([F:19])[F:18])=[CH:13][CH:12]=1)[C:4]#[C:5][C:6]([O:8][CH3:9])=[O:7]>ClC1C=CC=CC=1Cl>[F:22][CH2:21][C:3]1([CH2:2][F:1])[CH:4]=[C:5]([C:6]([O:8][CH3:9])=[O:7])[C:12]2[CH:13]=[C:14]([C:17]([F:18])([F:19])[F:20])[CH:15]=[CH:16][C:11]=2[O:10]1. Reported procedure: An amount (0.28 g) of methyl 5-fluoro-4-fluoromethyl-4-(4-trifluoromethylphenoxy)-2-pentynoate was added dropwise to o-dichlorobenzene (1.0 ml) during refluxing under a nitrogen atmosphere. After the end of the dropwise addition, the reaction mixture was refluxed for 3 hours. The solvent was distilled off under reduced pressure and the resulting residue was subjected to silica gel column chromatography (eluent; 10% tetrahydrofuran/hexane) to give the titled compound (0.25 g). Procedure: (+)-(Morphinan-3-yloxy)methyl pivalate trifluoroacetic acid salt (240 mg, 0.509 mmol) from Example 62 was dissolved in EtOAc (20 mL) and washed with saturated NaHCO3 solution (20 mL×2). To the EtOAc layer was added succinic acid (60.1 mg, 0.509 mmol). The mixture was stirred at 40° C. for 10 min. and cooled to room temperature. The precipitated solution was filtered and washed with EtOAc (10 mL) to provide the title compound (243 mg, 100%) as a white solid. Reaction conditions: temperature 40 celsius, time 10 minute. The yield is 100.4%. RXN SMILES: FC(F)(F)C(O)=O.[C:8]([O:14][CH2:15][O:16][C:17]1[CH:18]=[CH:19][C:20]2[CH2:21][C@H:22]3[NH:33][CH2:32][CH2:31][C@@:28]4([C:29]=2[CH:30]=1)[C@H:23]3[CH2:24][CH2:25][CH2:26][CH2:27]4)(=[O:13])[C:9]([CH3:12])([CH3:11])[CH3:10].[C:34]([OH:41])(=[O:40])[CH2:35][CH2:36][C:37]([OH:39])=[O:38]>CCOC(C)=O>[C:34]([OH:41])(=[O:40])[CH2:35][CH2:36][C:37]([OH:39])=[O:38].[C:8]([O:14][CH2:15][O:16][C:17]1[CH:18]=[CH:19][C:20]2[CH2:21][C@H:22]3[NH:33][CH2:32][CH2:31][C@@:28]4([C:29]=2[CH:30]=1)[C@H:23]3[CH2:24][CH2:25][CH2:26][CH2:27]4)(=[O:13])[C:9]([CH3:12])([CH3:11])[CH3:10] |f:0.1,4.5|. Starting materials: FC(C(=O)O)(F)F.C(C(C)(C)C)(=O)OCOC=1C=CC=2C[C@@H]3[C@@H]4CCCC[C@@]4(C2C1)CCN3 ((+)-(Morphinan-3-yloxy)methyl pivalate trifluoroacetic acid salt), C(CCC(=O)O)(=O)O (succinic acid). Product: C(CCC(=O)O)(=O)O.C(C(C)(C)C)(=O)OCOC=1C=CC=2C[C@@H]3[C@@H]4CCCC[C@@]4(C2C1)CCN3 ((+)-(Morphinan-3-yloxy)methyl pivalate succinic acid). Run in CCOC(=O)C (EtOAc), CCOC(=O)C (EtOAc). The reactants are C(C)C=1C(=CC=C2CCN(CC12)C(C(F)(F)F)=O)NC(C1=CC(=C(C=C1)OC)C(F)(F)F)=O (N-(8-Ethyl-2-trifluoroacetyl-1,2,3,4-tetrahydroisoquinolin-7-yl)-4methoxy-3-trifluoromethylbenzamide), C([O-])([O-])=O.[K+].[K+] (potassium carbonate). Run in CO.O (methanol water). Conditions: time 8 hour. Yields the product C(C)C=1C(=CC=C2CCNCC12)NC(C1=CC(=C(C=C1)OC)C(F)(F)F)=O (N-(8-Ethyl-1,2,3,4-tetrahydroisoquinolin-7-yl)-4-methoxy-3-trifluoromethylbenzamide). The yield is 774.6%. RXN SMILES: [CH2:1]([C:3]1[C:4]([NH:19][C:20](=[O:33])[C:21]2[CH:26]=[CH:25][C:24]([O:27][CH3:28])=[C:23]([C:29]([F:32])([F:31])[F:30])[CH:22]=2)=[CH:5][CH:6]=[C:7]2[C:12]=1[CH2:11][N:10](C(=O)C(F)(F)F)[CH2:9][CH2:8]2)[CH3:2].C(=O)([O-])[O-].[K+].[K+]>CO.O>[CH2:1]([C:3]1[C:4]([NH:19][C:20](=[O:33])[C:21]2[CH:26]=[CH:25][C:24]([O:27][CH3:28])=[C:23]([C:29]([F:30])([F:32])[F:31])[CH:22]=2)=[CH:5][CH:6]=[C:7]2[C:12]=1[CH2:11][NH:10][CH2:9][CH2:8]2)[CH3:2] |f:1.2.3,4.5|. Procedure details: N-(8-Ethyl-2-trifluoroacetyl-1,2,3,4-tetrahydroisoquinolin-7-yl)-4methoxy-3-trifluoromethylbenzamide (0.157 g) was dissolved in methanol/water (5:1 6 ml), potassium carbonate (0.228 g) added and the mixture stirred overnight. The mixture was partitioned between dichloromethane and water the organic phase separated and solvent removed at reduced pressure. The residue was column chromatographed (silica gel, ammonia/methanol/dichloromethane mixtures as eluant) to give the title compound (0.97 g) The reactants are CN1C(NC(C=2NC=NC12)=O)=O (3-methyl-xanthine), [OH-].[Na+] (NaOH), BrCCC=C (4-bromobut-1-ene). The solvent is CO.O (methanol water). Conditions: temperature 70 celsius, time 27 hour. Yields the product CN1C(NC(C=2N(C=NC12)CCC=C)=O)=O (3-Methyl-7-(but-3-enyl)-xanthine). Reaction SMILES: [CH3:1][N:2]1[C:10]2[N:9]=[CH:8][NH:7][C:6]=2[C:5](=[O:11])[NH:4][C:3]1=[O:12].[OH-].[Na+].Br[CH2:16][CH2:17][CH:18]=[CH2:19]>CO.O>[CH3:1][N:2]1[C:10]2[N:9]=[CH:8][N:7]([CH2:19][CH2:18][CH:17]=[CH2:16])[C:6]=2[C:5](=[O:11])[NH:4][C:3]1=[O:12] |f:1.2,4.5|. Procedure details: 41.5 g of 3-methyl-xanthine are added with stirring at 70° C. to a solution of 10.2 g of NaOH in 400 ml of methanol/water (1:1). After mixing with 35.1 g of 4-bromobut-1-ene the mixture is stirred under a nitrogen atmosphere for 27 hours at 70° C. The reaction mixture is then cooled to 20° C. and the precipitate formed is filtered off. By re-precipitation from alkaline solution (pH 13.5) and acidification with dilute sulphuric acid to pH 10, 29.6 g (89.7% of theory relative to reacted 3-methyl-x... The reactants are BrCC(C(=O)C1=C(C=CC=C1)Cl)=O (3-bromo-1-(2-chlorophenyl)propane-1,2-dione), C(C)(=O)OCC (ethyl acetate), [N+](=O)([O-])C=1C(=C(C=CC1)N)N (3-nitro-1,2-phenylenediamine). Yields the product BrCC1=NC2=CC=CC(=C2N=C1C1=C(C=CC=C1)Cl)[N+](=O)[O-] (2-(bromomethyl)-3-(2-chlorophenyl)-5-nitroquinoxaline). As a reaction SMILES: [Br:1][CH2:2][C:3](=O)[C:4]([C:6]1[CH:11]=[CH:10][CH:9]=[CH:8][C:7]=1[Cl:12])=O.C(OCC)(=O)C.[N+:20]([C:23]1[C:24]([NH2:30])=[C:25]([NH2:29])[CH:26]=[CH:27][CH:28]=1)([O-:22])=[O:21]>>[Br:1][CH2:2][C:3]1[C:4]([C:6]2[CH:11]=[CH:10][CH:9]=[CH:8][C:7]=2[Cl:12])=[N:30][C:24]2[C:25](=[CH:26][CH:27]=[CH:28][C:23]=2[N+:20]([O-:22])=[O:21])[N:29]=1. Procedure: To a solution of 3-bromo-1-(2-chlorophenyl)propane-1,2-dione (Prepared in Example 81, 4.2971 g, 16.4325 mmol) in ethyl acetate (109.55 mL, 16.433 mmol) was added 3-nitro-1,2-phenylenediamine (2.5165 g, 16.433 mmol) at room temperature and the resulting red mixture was stirred at room temperature. After 26 h of stirring at room temperature, the mixture was concentrated under reduced pressure to give 2-(bromomethyl)-3-(2-chlorophenyl)-5-nitroquinoxaline including its regioisomer as a red syrup: LC... Reactants: Oc1ccc(Br)nc1Br, CI, CS(C)=O, [K+], [K+], O=C([O-])[O-], O. Yields the product COc1ccc(Br)nc1Br. Reaction SMILES: [Br:1][c:2]1[n:3][c:4]([Br:9])[cH:5][cH:6][c:7]1[OH:8].[CH3:16][I:17].[CH3:19][S:20]([CH3:21])=[O:22].[K+:10].[K+:11].[O-:12][C:13]([O-:14])=[O:15].[OH2:18]>>[Br:1][c:2]1[n:3][c:4]([Br:9])[cH:5][cH:6][c:7]1[O:8][CH3:13]. Reactants: FC1=C(CBr)C=C(C(=C1)F)F (2,4,5-trifluorobenzyl bromide), COC=1[C@@H](N=C(CN1)OC)C(C)C ((2S)-2,5-dihydro-3,6-dimethoxy-2-isopropylpyrazine), solution, C(CCC)[Li] (butyllithium). Run in O1CCCC1 (tetrahydrofuran), O1CCCC1 (tetrahydrofuran), hexanes. Conditions: time 20 minute. Product: COC=1[C@@H](N=C([C@H](N1)CC1=C(C=C(C(=C1)F)F)F)OC)C(C)C ((2S,5R)-2,5-Dihydro-3,6-dimethoxy-2-isopropyl-5-(2,4,5-trifluorobenzyl)pyrazine). Reaction SMILES: [CH3:1][O:2][C:3]1[C@H:4]([CH:11]([CH3:13])[CH3:12])[N:5]=[C:6]([O:9][CH3:10])[CH2:7][N:8]=1.C([Li])CCC.[F:19][C:20]1[CH:27]=[C:26]([F:28])[C:25]([F:29])=[CH:24][C:21]=1[CH2:22]Br>O1CCCC1>[CH3:1][O:2][C:3]1[C@H:4]([CH:11]([CH3:13])[CH3:12])[N:5]=[C:6]([O:9][CH3:10])[C@@H:7]([CH2:22][C:21]2[CH:24]=[C:25]([F:29])[C:26]([F:28])=[CH:27][C:20]=2[F:19])[N:8]=1. Procedure: To a solution of 3.42 g (18.5 mmol) of commercially available (2S)-2,5-dihydro-3,6-dimethoxy-2-isopropylpyrazine in 100 mL of tetrahydrofuran at −70° C. was added 12 mL (19 mmol) of a 1.6M solution of butyllithium in hexanes. After stirring at this temperature for 20 min, 5 g (22.3 mmol) of 2,4,5-trifluorobenzyl bromide in 20 mL of tetrahydrofuran was added and stirring was continued for 3 h before warming the reaction to ambient temperature. The reaction was quenched with water, concentrated in... Reactants: CCCCN=C=O, CN(C)S(=O)(=O)Oc1ccccc1S(N)(=O)=O, O=C(Cl)Cl. The product is CN(C)S(=O)(=O)Oc1ccccc1S(=O)(=O)N=C=O. Reaction SMILES: [CH3:18][CH2:19][CH2:20][CH2:21][N:22]=[C:23]=[O:24].[CH3:1][N:2]([S:3](=[O:4])(=[O:5])[O:6][c:7]1[c:8]([S:13](=[O:14])(=[O:15])[NH2:16])[cH:9][cH:10][cH:11][cH:12]1)[CH3:17].[Cl:25][C:26](=[O:27])[Cl:28]>>[CH3:1][N:2]([S:3](=[O:4])(=[O:5])[O:6][c:7]1[c:8]([S:13](=[O:14])(=[O:15])[N:16]=[C:23]=[O:24])[cH:9][cH:10][cH:11][cH:12]1)[CH3:17]. Reactants: [N+](=O)([O-])C=1C=C(N)C=CC1 (3-nitroaniline), cupric acetate, C(C)N1CCOCC1 (N-ethyl morpholine), [K].ClC1=C(C(=O)[O-])C=CC=N1 (Potassium 2-chloro-nicotinate), Cl (HCl). The solvent is CN(C=O)C (dimethylformamide). Reaction conditions: time 4 hour. The product is [N+](=O)([O-])C=1C=C(NC2=NC=CC=C2C(=O)O)C=CC1 (2-(3-nitroanilino)-3-carboxypyridine). The yield is 56.3%. As a reaction SMILES: [K].Cl[C:3]1[N:11]=[CH:10][CH:9]=[CH:8][C:4]=1[C:5]([O-:7])=[O:6].[N+:12]([C:15]1[CH:16]=[C:17]([CH:19]=[CH:20][CH:21]=1)[NH2:18])([O-:14])=[O:13].C(N1CCOCC1)C.Cl>CN(C)C=O>[N+:12]([C:15]1[CH:16]=[C:17]([CH:19]=[CH:20][CH:21]=1)[NH:18][C:3]1[C:4]([C:5]([OH:7])=[O:6])=[CH:8][CH:9]=[CH:10][N:11]=1)([O-:14])=[O:13] |f:0.1,^1:0|. Procedure details: Potassium-2-chloro-nicotinate (89 g, 455 mmole) was suspended in 630 ml of dimethylformamide. To this suspension was added 3-nitroaniline (75.3 gm, 546 mmole), cupric acetate (5.1 g, 25.5 mmole) and N-ethyl morpholine (52.3 g, 455 mmoles). The suspension was refluxed with stirring under N2 for 4 hours. The reaction mixture was cooled to room temperature and the pH was adjusted to 4-5 by the addition of 6M HCl. A yellow precipitate was isolated from the reaction mixture, washed with water and air... Starting materials: CN(C)C=O, Clc1cccc(CBr)c1, OC1CCNCC1. The product is OC1CCN(Cc2cccc(Cl)c2)CC1. As a reaction SMILES: [CH3:17][N:18]([CH3:19])[CH:20]=[O:21].[Cl:8][c:9]1[cH:10][c:11]([CH2:12][Br:13])[cH:14][cH:15][cH:16]1.[OH:1][CH:2]1[CH2:3][CH2:4][NH:5][CH2:6][CH2:7]1>>[OH:1][CH:2]1[CH2:3][CH2:4][N:5]([CH2:12][c:11]2[cH:10][c:9]([Cl:8])[cH:16][cH:15][cH:14]2)[CH2:6][CH2:7]1.